Dataset: the Open Reaction Database (ORD), a public repository of structured organic reaction records. Task: describe an organic reaction: reactants, conditions, products, and yield Starting materials: Br[Si](C)(C)C (Bromotrimethylsilane), COP(OC)(=O)CC1=CC=C(C=C1)F ((4-fluoro-benzyl)-phosphonic acid dimethyl ester). Conditions: temperature 0 celsius. The product is C[Si](C)(C)OP(O[Si](C)(C)C)(=O)CC1=CC=C(C=C1)F ((4-fluoro-benzyl) phosphonic acid bis(trimethylsilyl) ester). As a reaction SMILES: Br[Si:2]([CH3:5])([CH3:4])[CH3:3].C[O:7][P:8]([CH2:12][C:13]1[CH:18]=[CH:17][C:16]([F:19])=[CH:15][CH:14]=1)(=[O:11])[O:9]C>>[CH3:3][Si:2]([O:7][P:8]([CH2:12][C:13]1[CH:18]=[CH:17][C:16]([F:19])=[CH:15][CH:14]=1)(=[O:11])[O:9][Si:2]([CH3:5])([CH3:4])[CH3:3])([CH3:5])[CH3:4]. Procedure: Bromotrimethylsilane (6.0 mL, 45.4 mmol) was added dropwise to (4-fluoro-benzyl)-phosphonic acid dimethyl ester (4.57 g, 20.95 mmol) and stirred in a reaction flask chilled to 0° C. The resulting solution was allowed to warm to ambient temperature and stirred for an additional hour, then concentrated by rotary evaporation to remove volatiles yielding crude (4-fluoro-benzyl) phosphonic acid bis(trimethylsilyl) ester which was used without further purification. Starting materials: COC1=CC2=C(CC(N(C=C2)CCCN(C2CC3=CC(=C(C=C3CC2)OC)OC)C)=O)C=C1OC (1-[7,8-dimethoxy-1,3-dihydro-2H-3-benzazepin-2-on-3-yl]-3-[N-methyl-N-(6,7-dimethoxy-1,2,3,4-tetrahydronaphth-2-yl)-amino]-propane). The reagents and catalysts are [Pd] (palladium/charcoal). Solvent: C(C)(=O)O (acetic acid). Product: COC1=CC2=C(CC(N(CC2)CCCN(C2CC3=CC(=C(C=C3CC2)OC)OC)C)=O)C=C1OC (1-[7,8-Dimethoxy-1,3,4,5-tetrahydro-2H-3-benzazepin-2-on-3-yl]-3-[N-methyl-N-(6,7-dimethoxy-1,2,3,4-tetrahydronaphth-2-yl)-amino]-propane). Reaction SMILES: [CH3:1][O:2][C:3]1[C:33]([O:34][CH3:35])=[CH:32][C:6]2[CH2:7][C:8](=[O:31])[N:9]([CH2:12][CH2:13][CH2:14][N:15]([CH3:30])[CH:16]3[CH2:25][CH2:24][C:23]4[C:18](=[CH:19][C:20]([O:28][CH3:29])=[C:21]([O:26][CH3:27])[CH:22]=4)[CH2:17]3)[CH:10]=[CH:11][C:5]=2[CH:4]=1>C(O)(=O)C.[Pd]>[CH3:1][O:2][C:3]1[C:33]([O:34][CH3:35])=[CH:32][C:6]2[CH2:7][C:8](=[O:31])[N:9]([CH2:12][CH2:13][CH2:14][N:15]([CH3:30])[CH:16]3[CH2:25][CH2:24][C:23]4[C:18](=[CH:19][C:20]([O:28][CH3:29])=[C:21]([O:26][CH3:27])[CH:22]=4)[CH2:17]3)[CH2:10][CH2:11][C:5]=2[CH:4]=1. Procedure: Here, 1-[7,8-dimethoxy-1,3-dihydro-2H-3-benzazepin-2-on-3-yl]-3-[N-methyl-N-(6,7-dimethoxy-1,2,3,4-tetrahydronaphth-2-yl)-amino]-propane (1.6 g, 0.0033 mol) is hydrogenated in glacial acetic acid (20 ml) in the presence of 10% palladium/charcoal (50 g) for 6 hours at 50° C. and at pressure (5 bar). The catalyst is removed by suction filtering, the glacial acetic acid is distilled off in vacuo and the residue is neutralized after the addition of water and potssium carbonate. The precipitate is su...